This data is from the Open Reaction Database (ORD), a public repository of structured organic reaction records. The task is: describe an organic reaction: reactants, conditions, products, and yield Reactants: NCC(OCC)=O, O=C(C)C1=CC=C(S(=O)(Cl)=O)C=C1. The reagents and catalysts are O=C([O-])O.[Na+] (NaHCO3). The solvent is O (water), OCCOCCOCCOCCOCCO (PEG400), CC(C)=O (acetone). Conditions: temperature 25 celsius, pressure 100 psi, time 20 minute. The product is CCOC(=O)CNS(=O)(=O)c1ccc(C(C)=O)cc1. Yield: 93.0%. The reactants are C(C)[SiH](CC)CC (Triethylsilane), OC(C1=CC=CC2=CC=CC=C12)C1=CC2=C(C(=NN(C2=O)C)CC(C)C)S1 (2-[1-hydroxy-1-(1-naphthalenyl)methyl]-5-methyl-7-(2-methylpropyl)thieno[2,3-d]pyridazin-4(5H)-one), FC(C(=O)O)(F)F (trifluoroacetic acid). Run in ClCCl (dichloromethane). Reaction conditions: time 30 minute. The product is CN1N=C(C2=C(C1=O)C=C(S2)CC2=CC=CC1=CC=CC=C21)CC(C)C (5-Methyl-7-(2-methylpropyl)-2-(1-naphthalenylmethyl)thieno[2,3-d]pyridazin-4(5H)-one). Isolated yield 87.0%. As a reaction SMILES: C([SiH](CC)CC)C.O[CH:9]([C:20]1[S:34][C:23]2[C:24]([CH2:30][CH:31]([CH3:33])[CH3:32])=[N:25][N:26]([CH3:29])[C:27](=[O:28])[C:22]=2[CH:21]=1)[C:10]1[C:19]2[C:14](=[CH:15][CH:16]=[CH:17][CH:18]=2)[CH:13]=[CH:12][CH:11]=1.FC(F)(F)C(O)=O>ClCCl>[CH3:29][N:26]1[C:27](=[O:28])[C:22]2[CH:21]=[C:20]([CH2:9][C:10]3[C:19]4[C:14](=[CH:15][CH:16]=[CH:17][CH:18]=4)[CH:13]=[CH:12][CH:11]=3)[S:34][C:23]=2[C:24]([CH2:30][CH:31]([CH3:33])[CH3:32])=[N:25]1. Procedure: Triethylsilane (0.3 ml) was added to a solution of 2-[1-hydroxy-1-(1-naphthalenyl)methyl]-5-methyl-7-(2-methylpropyl)thieno[2,3-d]pyridazin-4(5H)-one (0.3 g) prepared as described in Example 6 above and trifluoroacetic acid (2 ml) in dichloromethane (10 ml). After 30 minutes, the reaction mixture was evaporated and the residue remaining was dissolved in ethyl acetate. The ethyl acetate solution was washed twice with saturated sodium hydrogen carbonate solution and once with brine, and then dried... Reactants: CCOC(C)=O, CCCCCC, COC(=O)C1=COC(O)C2C1CC1OC12C, ClCCl, O=C=NC(=O)CCl. The product is COC(=O)C1=COC(OC(=O)NC(=O)CCl)C2C1CC1OC12C. RXN SMILES: [C:27]([O:28][CH2:29][CH3:30])(=[O:31])[CH3:32].[CH3:33][CH2:34][CH2:35][CH2:36][CH2:37][CH3:38].[CH3:4][O:5][C:6](=[O:7])[C:8]1=[CH:13][O:12][CH:11]([OH:14])[CH:10]2[CH:9]1[CH2:17][CH:16]1[C:15]2([CH3:19])[O:18]1.[Cl:1][CH2:2][Cl:3].[Cl:20][CH2:21][C:22](=[O:23])[N:24]=[C:25]=[O:26]>>[CH3:4][O:5][C:6](=[O:7])[C:8]1=[CH:13][O:12][CH:11]([O:14][C:25]([NH:24][C:22]([CH2:21][Cl:20])=[O:23])=[O:26])[CH:10]2[CH:9]1[CH2:17][CH:16]1[C:15]2([CH3:19])[O:18]1. Reactants: CCCCN, CO, O=C1OCCC1N1CCCC1=O. The product is CCCCNC(=O)C(CCO)N1CCCC1=O. Reaction SMILES: [CH2:13]([CH2:14][CH2:15][CH3:16])[NH2:17].[CH3:18][OH:19].[O:1]=[C:2]1[O:3][CH2:4][CH2:5][CH:6]1[N:7]1[C:8](=[O:12])[CH2:9][CH2:10][CH2:11]1>>[O:1]=[C:2]([CH:6]([CH2:5][CH2:4][OH:3])[N:7]1[C:8](=[O:12])[CH2:9][CH2:10][CH2:11]1)[NH:17][CH2:13][CH2:14][CH2:15][CH3:16]. The reactants are FC1=C(C=CC(=C1)C(F)(F)F)C(CC(=O)OCC)C1=CNC2=C(C=CC=C12)CSC (Ethyl 3-[2-fluoro-4-(trifluoromethyl)phenyl]-3-{7-[(methylsulfanyl)methyl]-1H-indol-3-yl}propanoate), solution, [H-].[Al+3].[Li+].[H-].[H-].[H-] (lithium aluminum hydride), Cl (hydrochloric acid), ClCCl (dichloromethane). The solvent is O1CCCC1 (tetrahydrofuran), O1CCCC1 (tetrahydrofuran), O1CCCC1 (tetrahydrofuran). Reaction conditions: time 15 minute. Yields the product FC1=C(C=CC(=C1)C(F)(F)F)C(CCO)C1=CNC2=C(C=CC=C12)CSC (3-[2-Fluoro-4-(trifluoromethyl)phenyl]-3-{7-[(methylsulfanyl)methyl]-1H-indol-3-yl}propan-1-ol). RXN SMILES: [F:1][C:2]1[CH:7]=[C:6]([C:8]([F:11])([F:10])[F:9])[CH:5]=[CH:4][C:3]=1[CH:12]([C:19]1[C:27]2[C:22](=[C:23]([CH2:28][S:29][CH3:30])[CH:24]=[CH:25][CH:26]=2)[NH:21][CH:20]=1)[CH2:13][C:14](OCC)=[O:15].[H-].[Al+3].[Li+].[H-].[H-].[H-].Cl.ClCCl>O1CCCC1>[F:1][C:2]1[CH:7]=[C:6]([C:8]([F:11])([F:10])[F:9])[CH:5]=[CH:4][C:3]=1[CH:12]([C:19]1[C:27]2[C:22](=[C:23]([CH2:28][S:29][CH3:30])[CH:24]=[CH:25][CH:26]=2)[NH:21][CH:20]=1)[CH2:13][CH2:14][OH:15] |f:1.2.3.4.5.6|. Procedure: A solution of 2.74 g (6.13 mmol) of the compound from Example 44A in 20 ml of tetrahydrofuran was added dropwise to 21.5 ml (21.5 mmol) of a 1N solution of lithium aluminum hydride in tetrahydrofuran in 50 ml of tetrahydrofuran at RT under argon. Stirring at RT for 15 min was followed by addition of 1N hydrochloric acid, extraction with dichloromethane, drying of the organic phase over magnesium sulfate, filtration and concentration. 2.47 g (99% of theory) of the title compound were obtained. Reaction SMILES: [Br:30][c:31]1[cH:32][n:33][cH:34][n:35][cH:36]1.[C:1]([CH3:2])([CH3:3])([CH3:4])[Si:5]([O:6][CH2:7][CH2:8][c:9]1[cH:10][c:11]2[cH:12][cH:13][c:14]([B:19]3[O:20][C:21]([CH3:22])([CH3:23])[C:24]([CH3:25])([CH3:26])[O:27]3)[cH:15][c:16]2[cH:17][cH:18]1)([CH3:28])[CH3:29].[C:37](=[O:38])([O-:39])[O-:40].[CH3:44][c:45]1[cH:46][cH:47][cH:48][cH:49][cH:50]1.[Na+:41].[Na+:42].[OH2:43].[cH:51]1[cH:52][cH:53][c:54]([P:55]([Pd:56]([P:57]([c:58]2[cH:59][cH:60][cH:61][cH:62][cH:63]2)([c:64]2[cH:65][cH:66][cH:67][cH:68][cH:69]2)[c:70]2[cH:71][cH:72][cH:73][cH:74][cH:75]2)([P:76]([c:77]2[cH:78][cH:79][cH:80][cH:81][cH:82]2)([c:83]2[cH:84][cH:85][cH:86][cH:87][cH:88]2)[c:89]2[cH:90][cH:91][cH:92][cH:93][cH:94]2)[P:95]([c:96]2[cH:97][cH:98][cH:99][cH:100][cH:101]2)([c:102]2[cH:103][cH:104][cH:105][cH:106][cH:107]2)[c:108]2[cH:109][cH:110][cH:111][cH:112][cH:113]2)([c:114]2[cH:115][cH:116][cH:117][cH:118][cH:119]2)[c:120]2[cH:121][cH:122][cH:123][cH:124][cH:125]2)[cH:126][cH:127]1>>[C:1]([CH3:2])([CH3:3])([CH3:4])[Si:5]([O:6][CH2:7][CH2:8][c:9]1[cH:10][c:11]2[cH:12][cH:13][c:14](-[c:31]3[cH:32][n:33][cH:34][n:35][cH:36]3)[cH:15][c:16]2[cH:17][cH:18]1)([CH3:28])[CH3:29]. Product: CC(C)(C)[Si](C)(C)OCCc1ccc2cc(-c3cncnc3)ccc2c1. Starting materials: Brc1cncnc1, CC1(C)OB(c2ccc3cc(CCO[Si](C)(C)C(C)(C)C)ccc3c2)OC1(C)C, O=C([O-])[O-], Cc1ccccc1, [Na+], [Na+], O, c1ccc(P(c2ccccc2)(c2ccccc2)[Pd](P(c2ccccc2)(c2ccccc2)c2ccccc2)(P(c2ccccc2)(c2ccccc2)c2ccccc2)P(c2ccccc2)(c2ccccc2)c2ccccc2)cc1. Starting materials: BrCc1ccccc1, O=C([O-])[O-], CN(C)C=O, [K+], [K+], O=Cc1cccc(O)c1. Product: O=Cc1cccc(OCc2ccccc2)c1. RXN SMILES: [Br:16][CH2:17][c:18]1[cH:19][cH:20][cH:21][cH:22][cH:23]1.[C:10](=[O:11])([O-:12])[O-:13].[CH3:24][N:25]([CH3:26])[CH:27]=[O:28].[K+:14].[K+:15].[OH:1][c:2]1[cH:3][c:4]([CH:5]=[O:6])[cH:7][cH:8][cH:9]1>>[O:1]([c:2]1[cH:3][c:4]([CH:5]=[O:6])[cH:7][cH:8][cH:9]1)[CH2:17][c:18]1[cH:19][cH:20][cH:21][cH:22][cH:23]1. Reactants: C[Si](C)(C)C=[N+]=[N-] ((Trimethylsilyl)diazomethane), C(#N)C1=CC=C(C=C1)N1CCC(CC1)C(=O)O (1-(4-cyanophenyl)piperidine-4-carboxylic acid), C(C)(=O)O (Acetic acid). Solvent: C1CCOC1 (THF), CO (methanol). Reaction conditions: time 1 hour. Yields the product C(#N)C1=CC=C(C=C1)N1CCC(CC1)C(=O)OC (Methyl 1-(4-cyanophenyl)piperidine-4-carboxylate). Yield: 88.4%. RXN SMILES: [CH3:1][Si](C=[N+]=[N-])(C)C.[C:8]([C:10]1[CH:15]=[CH:14][C:13]([N:16]2[CH2:21][CH2:20][CH:19]([C:22]([OH:24])=[O:23])[CH2:18][CH2:17]2)=[CH:12][CH:11]=1)#[N:9].C(O)(=O)C>C1COCC1.CO>[C:8]([C:10]1[CH:11]=[CH:12][C:13]([N:16]2[CH2:17][CH2:18][CH:19]([C:22]([O:24][CH3:1])=[O:23])[CH2:20][CH2:21]2)=[CH:14][CH:15]=1)#[N:9]. Procedure details: (Trimethylsilyl)diazomethane (2.0 M solution in hexane, 2.7 mL, 5.40 mmol) was added to a mixed solution of 1-(4-cyanophenyl)piperidine-4-carboxylic acid (1.13 g, 4.91 mmol) in THF (13 mL) and methanol (6.5 mL) (2:1, v/v), and the mixture was stirred at room temperature for 1 hour. Acetic acid (appropriate amount) was added to the reaction solution to stop the reaction. Then, the solvent was distilled off under reduced pressure. A saturated sodium bicarbonate aqueous solution was added to the ob... Starting materials: N1C(=CC2=CC=CC=C12)C1=C(C=CC=C1)N (2-(1H-indol-2-yl)benzenamine), C(C)(C)(C)C1=CC=C(C=C1)N=C=O (4-tert-butylphenyl isocyanate), CCCCCC (Hexane). Solvent: ClCCl (dichloromethane). Conditions: time 8 hour. Product: N1C(=CC2=CC=CC=C12)C1=C(C=CC=C1)NC(=O)NC1=CC=C(C=C1)C(C)(C)C (1-(2-(1H-indol-2-yl)phenyl)-3-(4-tert-butylphenyl)urea). As a reaction SMILES: [NH:1]1[C:9]2[C:4](=[CH:5][CH:6]=[CH:7][CH:8]=2)[CH:3]=[C:2]1[C:10]1[CH:15]=[CH:14][CH:13]=[CH:12][C:11]=1[NH2:16].[C:17]([C:21]1[CH:26]=[CH:25][C:24]([N:27]=[C:28]=[O:29])=[CH:23][CH:22]=1)([CH3:20])([CH3:19])[CH3:18].CCCCCC>ClCCl>[NH:1]1[C:9]2[C:4](=[CH:5][CH:6]=[CH:7][CH:8]=2)[CH:3]=[C:2]1[C:10]1[CH:15]=[CH:14][CH:13]=[CH:12][C:11]=1[NH:16][C:28]([NH:27][C:24]1[CH:25]=[CH:26][C:21]([C:17]([CH3:20])([CH3:19])[CH3:18])=[CH:22][CH:23]=1)=[O:29]. Procedure: To a solution of commercially available 2-(1H-indol-2-yl)benzenamine (62 mg, 0.3 mmol) in dichloromethane (1.5 mL) at rt was added 4-tert-butylphenyl isocyanate (30 mg, 0.171 mmol). The reaction was stirred overnight at rt. Hexane (1 mL) was added to the reaction mixture and the reaction was allowed to set for ˜5 min. Example 1 was the solid formed which was collected by filtration (47.3 mg). (M+H)+=384.37. Reactants: C(C)OC(C(CC1=CC=C(C2=C1SC=C2)OCCC=2N=C(OC2C)C(C)(C)C)OC(C)C)=O (3-{4-[2-(2-tert-butyl-5-methyl-oxazol-4-yl)-ethoxy]-benzo[b]thiophen-7-yl}-2-isopropoxy-propionic acid ethyl ester), [OH-].[Na+] (NaOH), ice AcOEt HCl. Solvent: C1CCOC1.CCO (THF EtOH). Conditions: time 1.5 hour. The product is C(C)(C)(C)C=1OC(=C(N1)CCOC1=CC=C(C=2SC=CC21)CC(C(=O)O)OC(C)C)C (3-{4-[2-(2-tert-Butyl-5-methyl-oxazol-4-yl)-ethoxy]-benzo[b]thiophen-7-yl}-2-isopropoxy-propionic acid). Yield: 94.7%. As a reaction SMILES: C([O:3][C:4](=[O:33])[CH:5]([O:29][CH:30]([CH3:32])[CH3:31])[CH2:6][C:7]1[C:12]2[S:13][CH:14]=[CH:15][C:11]=2[C:10]([O:16][CH2:17][CH2:18][C:19]2[N:20]=[C:21]([C:25]([CH3:28])([CH3:27])[CH3:26])[O:22][C:23]=2[CH3:24])=[CH:9][CH:8]=1)C.[OH-].[Na+]>C1COCC1.CCO>[C:25]([C:21]1[O:22][C:23]([CH3:24])=[C:19]([CH2:18][CH2:17][O:16][C:10]2[C:11]3[CH:15]=[CH:14][S:13][C:12]=3[C:7]([CH2:6][CH:5]([O:29][CH:30]([CH3:31])[CH3:32])[C:4]([OH:33])=[O:3])=[CH:8][CH:9]=2)[N:20]=1)([CH3:28])([CH3:27])[CH3:26] |f:1.2,3.4|. Reported procedure: 0.322 g of the above prepared 3-{4-[2-(2-tert-butyl-5-methyl-oxazol-4-yl)-ethoxy]-benzo[b]thiophen-7-yl}-2-isopropoxy-propionic acid ethyl ester (0.680 mmol) was dissolved in 3.4 ml of THF/EtOH=1/1, treated with 1.133 ml of 3N NaOH (5 eq.), and kept at ambient temperature for 1.5 h. The reaction mixture was then poured onto crashed ice/AcOEt/HCl dil., the organic layer washed with water, dried over sodium sulfate, and evaporated to dryness. Crystallization from hexane/AcOEt afforded finally 0.28...